From a dataset of the Open Reaction Database (ORD), a public repository of structured organic reaction records. describe an organic reaction: reactants, conditions, products, and yield The reactants are NC=1C=C(C(=O)C2CCN(CC2)C)C=CC1 (4-[3-aminobenzoyl]-1-methylpiperidine), FC(C1=CC=C(C(=O)Cl)C=C1)(F)F (4-(trifluoromethyl)benzoyl chloride). The product is FC(C1=CC=C(C(=O)NC=2C=C(C(=O)C3CCN(CC3)C)C=CC2)C=C1)(F)F (4-[3-(4-trifluoromethylbenzamidyl)benzoyl]-1-methylpiperidine). Isolated yield 98.4%. Reaction SMILES: [NH2:1][C:2]1[CH:3]=[C:4]([CH:14]=[CH:15][CH:16]=1)[C:5]([CH:7]1[CH2:12][CH2:11][N:10]([CH3:13])[CH2:9][CH2:8]1)=[O:6].[F:17][C:18]([F:29])([F:28])[C:19]1[CH:27]=[CH:26][C:22]([C:23](Cl)=[O:24])=[CH:21][CH:20]=1>>[F:17][C:18]([F:28])([F:29])[C:19]1[CH:27]=[CH:26][C:22]([C:23]([NH:1][C:2]2[CH:3]=[C:4]([CH:14]=[CH:15][CH:16]=2)[C:5]([CH:7]2[CH2:8][CH2:9][N:10]([CH3:13])[CH2:11][CH2:12]2)=[O:6])=[O:24])=[CH:21][CH:20]=1. Procedure: Beginning with 4-[3-aminobenzoyl]-1-methylpiperidine (50 mg, 0.229 mmol) and 4-(trifluoromethyl)benzoyl chloride (102 μl, 0.687 mmol), 88.0 mg (98%) of the title compound were recovered. Starting materials: C1(=CC=CC=C1)S(=O)(=O)N1C=C(C2=CC=CC=C12)C(=O)O (1-Benzenesulfonylindole-3-carboxylic acid), C(C(=O)Cl)(=O)Cl (oxalyl chloride), CN1CCNCC1 (N-methylpiperazine). The solvent is ClCCl (dichloromethane), ClCCl (dichloromethane). Conditions: time 4 hour. The product is C1(=CC=CC=C1)S(=O)(=O)N1C=C(C2=CC=CC=C12)C(=O)N1CCN(CC1)C ((1-Benzenesulfonyl-1H-indol-3-yl)-(4-methylpiperazin-1-yl)methanone). RXN SMILES: [C:1]1([S:7]([N:10]2[C:18]3[C:13](=[CH:14][CH:15]=[CH:16][CH:17]=3)[C:12]([C:19](O)=[O:20])=[CH:11]2)(=[O:9])=[O:8])[CH:6]=[CH:5][CH:4]=[CH:3][CH:2]=1.C(Cl)(=O)C(Cl)=O.[CH3:28][N:29]1[CH2:34][CH2:33][NH:32][CH2:31][CH2:30]1>ClCCl>[C:1]1([S:7]([N:10]2[C:18]3[C:13](=[CH:14][CH:15]=[CH:16][CH:17]=3)[C:12]([C:19]([N:32]3[CH2:33][CH2:34][N:29]([CH3:28])[CH2:30][CH2:31]3)=[O:20])=[CH:11]2)(=[O:9])=[O:8])[CH:2]=[CH:3][CH:4]=[CH:5][CH:6]=1. Procedure details: 1-Benzenesulfonylindole-3-carboxylic acid (3.01 g, 0.01 moles) was stirred with oxalyl chloride (1.309 g, 0.011 moles) in 20 mL dichloromethane at 0 to 25° C. for 3-4 hours. After completion of the reaction (T.L.C.), volatile substances were distilled off under the reduced pressure. The residue was taken in 20 mL dichloroethane and to this stirred solution, was added N-methylpiperazine (1.1 g, 0.011 moles). The reaction mixture was further stirred for next 3-5 hours till the reaction completes (... Reactants: FC1=C(C=C(C=C1)F)C(CN1N=CN=C1)([C@@H](C)OC1OCCCC1)O ((3R)-2-(2,5-difluorophenyl)-3-(3,4,5,6-tetrahydro-2H-pyran-2-yloxy)-1-(1H-1,2,4-triazol-1-yl)-2-butanol), CC1=CC=C(C=C1)S(=O)(=O)[O-].C1=CC=[NH+]C=C1 (PPTS). Run in CCO (EtOH). Reaction conditions: temperature 55 celsius, time 5 hour. The product is FC1=C(C=C(C=C1)F)[C@@](CN1N=CN=C1)([C@@H](C)O)O ((2R,3R)-2-(2,5-difluorophenyl)-1-(1H-1,2,4-triazol-1-yl)-2,3-butanediol). The yield is 53.9%. RXN SMILES: [F:1][C:2]1[CH:7]=[CH:6][C:5]([F:8])=[CH:4][C:3]=1[C:9]([OH:25])([C@H:16]([O:18]C1CCCCO1)[CH3:17])[CH2:10][N:11]1[CH:15]=[N:14][CH:13]=[N:12]1.CC1C=CC(S([O-])(=O)=O)=CC=1.C1C=C[NH+]=CC=1>CCO>[F:1][C:2]1[CH:7]=[CH:6][C:5]([F:8])=[CH:4][C:3]=1[C@:9]([OH:25])([C@H:16]([OH:18])[CH3:17])[CH2:10][N:11]1[CH:15]=[N:14][CH:13]=[N:12]1 |f:1.2|. Reported procedure: A mixture of (3R)-2-(2,5-difluorophenyl)-3-(3,4,5,6-tetrahydro-2H-pyran-2-yloxy)-1-(1H-1,2,4-triazol-1-yl)-2-butanol (43.9 g, 0.124 mol) and PPTS (15.6 g, 62.1 mmol) in EtOH ( 400 ml ) was stirred at 55° C. for 5 hrs. The mixture was was evaporated to remove solvent down to 100 ml. The residue was poured into ice-aqueous NaHCO3 (500 ml). The whole was extracted with EtOAc (400 ml+200 ml×2). The combined organic layer was dried over Na2SO4 and concentrated in vacuo. The residue was chromatographe... Reactants: CCCCCCCOc1ccc(COc2ccc3c(c2)CC(CC(=O)OCC)C3OC)cc1, CO, Cl, [Na+], C1CCOC1, [OH-], O. Product: CCCCCCCOc1ccc(COc2ccc3c(c2)CC(CC(=O)O)C3OC)cc1. Reaction SMILES: [CH2:1]([CH2:2][CH2:3][CH2:4][CH2:5][CH2:6][CH3:7])[O:8][c:9]1[cH:10][cH:11][c:12]([CH2:13][O:14][c:15]2[cH:16][c:17]3[c:21]([cH:22][cH:23]2)[CH:20]([O:24][CH3:25])[CH:19]([CH2:26][C:27](=[O:28])[O:29][CH2:30][CH3:31])[CH2:18]3)[cH:32][cH:33]1.[CH3:42][OH:43].[ClH:36].[Na+:35].[O:37]1[CH2:38][CH2:39][CH2:40][CH2:41]1.[OH-:34].[OH2:44]>>[CH2:1]([CH2:2][CH2:3][CH2:4][CH2:5][CH2:6][CH3:7])[O:8][c:9]1[cH:10][cH:11][c:12]([CH2:13][O:14][c:15]2[cH:16][c:17]3[c:21]([cH:22][cH:23]2)[CH:20]([O:24][CH3:25])[CH:19]([CH2:26][C:27](=[O:28])[OH:29])[CH2:18]3)[cH:32][cH:33]1. Starting materials: C(Cl)Cl.CO (DCM MeOH), CC1(C2=C(B(O1)O)C=C(C=C2)[N+](=O)[O-])C (3,3-dimethyl-6-nitrobenzo[c][1,2]oxaborol-1(3H)-ol), Cl (HCl). Reagents/catalysts: [Zn] (zinc). Solvent: CO (MeOH). Reaction conditions: temperature 0 celsius, time 40 minute. Yields the product NC=1C=CC2=C(B(OC2(C)C)O)C1 (6-amino-3,3-dimethylbenzo[c][1,2]oxaborol-1(3H)-ol). Isolated yield 60.3%. Reaction SMILES: [CH3:1][C:2]1([CH3:15])[O:6][B:5]([OH:7])[C:4]2[CH:8]=[C:9]([N+:12]([O-])=O)[CH:10]=[CH:11][C:3]1=2.Cl.C(Cl)Cl.CO>CO.[Zn]>[NH2:12][C:9]1[CH:10]=[CH:11][C:3]2[C:2]([CH3:1])([CH3:15])[O:6][B:5]([OH:7])[C:4]=2[CH:8]=1 |f:2.3|. Procedure details: To a solution of 1.20 g of 3,3-dimethyl-6-nitrobenzo[c][1,2]oxaborol-1(3H)-ol (XCVII) (1.20 g, 5.8 mmol) in MeOH (30 mL) was added 3M aqueous HCl (30 mL), and the mixture was cooled to 0° C. To this mixture was added portion-wise zinc dust (3.77 g, 0.058 mol), maintaining the temperature below 5° C. The mixture was stirred for 40 min at room temperature. A gray solid was removed by filtration through a Celite pad. The filtrate was concentrated in vacuo and the residue was dissolved in EtOAc and ... Reactants: C(C1=CC=CC=C1)OC1=C(C=C(C=C1)OC(F)(F)F)I (2-benzyloxy-5-(trifluoromethoxy)iodobenzene), C(C)(C)(C)OC(=O)N1[C@H]([C@]2(C=CCO2)CCC1)C1=CC=CC=C1 ((5R,6S)-7-(tert-butoxycarbonyl)-6-phenyl-7-aza-1-oxa-spiro[4.5]dec-3-ene), [Cl-].[Li+] (lithium chloride), C(=O)[O-].[K+] (potassium formate), C(C1=CC=CC=C1)OC1=C(C=C(C=C1)OC(F)(F)F)I (2-benzyloxy-5-(trifluoromethoxy)iodobenzene), C(=O)[O-].[K+] (potassium formate). The reagents and catalysts are [Cl-].C(CCC)[N+](CCCC)(CCCC)CCCC (tetra-n-butylammonium chloride), C(C)(=O)[O-].[Pd+2].C(C)(=O)[O-] (palladium acetate), C(C)(=O)[O-].[Pd+2].C(C)(=O)[O-] (Palladium acetate). The solvent is CN(C=O)C (dimethylformamide). Run at temperature 60 celsius, time 15 hour. The product is C(C1=CC=CC=C1)OC1=C(C=C(C=C1)OC(F)(F)F)[C@@H]1CO[C@]2(C1)[C@@H](N(CCC2)C(=O)OC(C)(C)C)C2=CC=CC=C2 ((3R,5R,6S)-3-(2-Benzyloxy-5-(trifluoromethoxy)phenyl)-7-(tert-butoxycarbonyl)-6-phenyl-7-aza-1-oxa-spiro[4.5]decane). Isolated yield 73.0%. As a reaction SMILES: [CH2:1]([O:8][C:9]1[CH:14]=[CH:13][C:12]([O:15][C:16]([F:19])([F:18])[F:17])=[CH:11][C:10]=1I)[C:2]1[CH:7]=[CH:6][CH:5]=[CH:4][CH:3]=1.[C:21]([O:25][C:26]([N:28]1[CH2:37][CH2:36][CH2:35][C@:30]2([O:34][CH2:33][CH:32]=[CH:31]2)[C@@H:29]1[C:38]1[CH:43]=[CH:42][CH:41]=[CH:40][CH:39]=1)=[O:27])([CH3:24])([CH3:23])[CH3:22].[Cl-].[Li+].C([O-])=O.[K+]>[Cl-].C([N+](CCCC)(CCCC)CCCC)CCC.CN(C)C=O.C([O-])(=O)C.[Pd+2].C([O-])(=O)C>[CH2:1]([O:8][C:9]1[CH:14]=[CH:13][C:12]([O:15][C:16]([F:19])([F:18])[F:17])=[CH:11][C:10]=1[C@H:32]1[CH2:31][C@@:30]2([CH2:35][CH2:36][CH2:37][N:28]([C:26]([O:25][C:21]([CH3:24])([CH3:23])[CH3:22])=[O:27])[C@H:29]2[C:38]2[CH:39]=[CH:40][CH:41]=[CH:42][CH:43]=2)[O:34][CH2:33]1)[C:2]1[CH:7]=[CH:6][CH:5]=[CH:4][CH:3]=1 |f:2.3,4.5,6.7,9.10.11|. Procedure details: A mixture of 2-benzyloxy-5-(trifluoromethoxy)iodobenzene (Description 22b, 21.8 g, 55.2 mmol), (5R,6S)-7-(tert-butoxycarbonyl)-6-phenyl-7-aza-1-oxa-spiro[4.5]dec-3-ene (Description 21, 7.0 g, 22.1 mmol), tetra-n-butylammonium chloride (6.18 g, 22.2 mmol), lithium chloride (9.35 g, 0.22 mol) and potassium formate (5.64 g, 67.0 mmol) in dimethylformamide (100 ml) was degassed with a firestone valve (x5) and purged with nitrogen. Palladium acetate (491 mg, 2.2 mmol) was added and the mixture was de... Reactants: CCSc1c(O)ccc2[nH]ncc12, O=C1c2ccccc2C(=O)N1C1CCCC(O)C1. Product: CCSc1c(OC2CCCC(N3C(=O)c4ccccc4C3=O)C2)ccc2[nH]ncc12. As a reaction SMILES: [CH2:19]([CH3:20])[S:21][c:22]1[c:23]2[cH:24][n:25][nH:26][c:27]2[cH:28][cH:29][c:30]1[OH:31].[OH:1][CH:2]1[CH2:3][CH:4]([N:8]2[C:9](=[O:18])[c:10]3[cH:11][cH:12][cH:13][cH:14][c:15]3[C:16]2=[O:17])[CH2:5][CH2:6][CH2:7]1>>[O:1]([CH:2]1[CH2:3][CH:4]([N:8]2[C:9](=[O:18])[c:10]3[cH:11][cH:12][cH:13][cH:14][c:15]3[C:16]2=[O:17])[CH2:5][CH2:6][CH2:7]1)[c:30]1[c:22]([S:21][CH2:19][CH3:20])[c:23]2[cH:24][n:25][nH:26][c:27]2[cH:28][cH:29]1. The reactants are Nc1ccc(Cl)cc1C(=O)O, COc1ccc(-n2nc(C(F)(F)F)cc2C(=O)O)c(CN=[N+]=[N-])c1, CS(=O)(=O)c1ccccc1-c1ccc(N)c(F)c1. Yields the product [N-]=[N+]=NCc1cc(Cl)ccc1-n1nc(C(F)(F)F)cc1C(=O)O. RXN SMILES: [Cl:1][c:2]1[cH:3][c:4]([C:9]([OH:10])=[O:11])[c:5]([NH2:6])[cH:7][cH:8]1.[F:12][C:13]([c:14]1[n:15][n:16](-[c:22]2[c:23]([CH2:30][N:31]=[N+:32]=[N-:33])[cH:24][c:25]([O:28][CH3:29])[cH:26][cH:27]2)[c:17]([C:19](=[O:20])[OH:21])[cH:18]1)([F:34])[F:35].[F:36][c:37]1[cH:38][c:39](-[c:40]2[cH:41][cH:42][cH:43][cH:44][c:45]2[S:46]([CH3:47])(=[O:48])=[O:49])[cH:50][cH:51][c:52]1[NH2:53]>>[Cl:1][c:25]1[cH:24][c:23]([CH2:30][N:31]=[N+:32]=[N-:33])[c:22](-[n:16]2[n:15][c:14]([C:13]([F:12])([F:34])[F:35])[cH:18][c:17]2[C:19](=[O:20])[OH:21])[cH:27][cH:26]1. The product is OC1=C(C(NC1C1CCN(CC1)OC)=O)C1=C(C=C(C=C1C)C)C (4-hydroxy-5-(1-methoxy-piperidin-4-yl)-3-(2,4,6-trimethyl-phenyl)-1,5-dihydro-pyrrol-2-one). As a reaction SMILES: C[O:2][C:3](=O)[CH:4]([CH:18]1[CH2:23][CH2:22][N:21]([O:24][CH3:25])[CH2:20][CH2:19]1)[NH:5][C:6](=[O:17])[CH2:7][C:8]1[C:13]([CH3:14])=[CH:12][C:11]([CH3:15])=[CH:10][C:9]=1[CH3:16].CC([O-])(C)C.[K+].Cl>CN(C=O)C>[OH:2][C:3]1[CH:4]([CH:18]2[CH2:19][CH2:20][N:21]([O:24][CH3:25])[CH2:22][CH2:23]2)[NH:5][C:6](=[O:17])[C:7]=1[C:8]1[C:13]([CH3:14])=[CH:12][C:11]([CH3:15])=[CH:10][C:9]=1[CH3:16] |f:1.2|. Run in CN(C)C=O (DMF). Reactants: COC(C(NC(CC1=C(C=C(C=C1C)C)C)=O)C1CCN(CC1)OC)=O ((1-methoxy-piperidin-4-yl)-[2-(2,4,6-trimethyl-phenyl)-acetylamino]-acetic acid methyl ester), CC(C)(C)[O-].[K+] (t-BuOK), Cl (hydrochloric acid). Run at time 10 minute. Procedure: To a solution of (1-methoxy-piperidin-4-yl)-[2-(2,4,6-trimethyl-phenyl)-acetylamino]-acetic acid methyl ester (1.217 g, 3.36 mmol) in DMF (6 ml) at 90° C. under nitrogen was added t-BuOK (1.12 g, 10 mmol), the mixture was stirred for 10 min. Then the reaction mixture was poured into diluted hydrochloric acid and concentrated in vacuum. The crude product was purified by column chromatography on silica gel. Yield: 960 mg of 4-hydroxy-5-(1-methoxy-piperidin-4-yl)-3-(2,4,6-trimethyl-phenyl)-1,5-dihy...